Dataset: the Open Reaction Database (ORD), a public repository of structured organic reaction records. Task: describe an organic reaction: reactants, conditions, products, and yield Reactants: C(#N)CC(=O)N(C(=O)NCCC)CC1CCCCC1 (1-(2-cyanoacetyl)-1-cyclohexylmethyl-3-propylurea), C(C)O (ethanol), C([O-])([O-])=O.[Na+].[Na+] (sodium carbonate). The solvent is O (water). Conditions: temperature 0 celsius, time 1 hour. Yields the product NC1=CC(N(C(N1CCC)=O)CC1CCCCC1)=O (6-amino-3-(cyclohexylmethyl)-1-propyluracil), solid. As a reaction SMILES: [C:1]([CH2:3][C:4]([N:6]([CH2:13][CH:14]1[CH2:19][CH2:18][CH2:17][CH2:16][CH2:15]1)[C:7]([NH:9][CH2:10][CH2:11][CH3:12])=[O:8])=[O:5])#[N:2].C(O)C.C(=O)([O-])[O-].[Na+].[Na+]>O>[NH2:2][C:1]1[N:9]([CH2:10][CH2:11][CH3:12])[C:7](=[O:8])[N:6]([CH2:13][CH:14]2[CH2:15][CH2:16][CH2:17][CH2:18][CH2:19]2)[C:4](=[O:5])[CH:3]=1 |f:2.3.4|. Procedure details: A slurry of 1-(2-cyanoacetyl)-1-cyclohexylmethyl-3-propylurea from above (7.10 g, 26.8 mmol) in water (45 mL)-ethanol (15 mL) was heated to 100° C. (oil bath), with adjustment of the pH to 10 by the addition of solid sodium carbonate. The resulting yellow solution was stirred for 1 h, during which time white crystalline solids formed. After 1 h 40 min, the mixture was cooled to 0° C. (icebath), and the white crystals were filtered off, washed with water (3×15 mL), and air-dried to provide 6-amin...